Task: describe an organic reaction: reactants, conditions, products, and yield. Dataset: the Open Reaction Database (ORD), a public repository of structured organic reaction records Starting materials: CS(C)=O, FC(F)(F)I, [Fe+2], Nc1ncnc2c1ncn2C1OC(CO)C(O)C1O, OO, O=S(=O)([O-])[O-]. Yields the product Nc1ncnc2c1nc(C(F)(F)F)n2C1OC(CO)C(O)C1O. RXN SMILES: [CH3:33][S:34](=[O:35])[CH3:36].[F:20][C:21]([F:22])([F:23])[I:24].[Fe+2:32].[NH2:1][c:2]1[n:3][cH:4][n:5][c:6]2[n:7]([CH:11]3[O:12][CH:13]([CH2:14][OH:15])[CH:16]([OH:17])[CH:18]3[OH:19])[cH:8][n:9][c:10]12.[OH:25][OH:26].[S:27]([O-:28])([O-:29])(=[O:30])=[O:31]>>[NH2:1][c:2]1[n:3][cH:4][n:5][c:6]2[n:7]([CH:11]3[O:12][CH:13]([CH2:14][OH:15])[CH:16]([OH:17])[CH:18]3[OH:19])[c:8]([C:21]([F:20])([F:22])[F:23])[n:9][c:10]12. The reactants are [OH-].[Na+] (sodium hydroxide), [N+](=O)([O-])C1=CC=C(C(=O)OC[C@@H]2[C@@H](N(C(O2)=O)C2=CC=C(C=C2)OC)C)C=C1 ((4S, 5S)-(-)-3-(4-methoxyphenyl)-4-methyl-2-oxooxazolidin-5-ylmethyl p-nitrobenzoate). Run in CO (methanol). Reaction conditions: temperature 50 celsius, time 20 minute. The product is COC1=CC=C(C=C1)N1C(O[C@@H]([C@@H]1C)CO)=O ((4S, 5S)-(-)-3-(4-methoxyphenyl)-4-methyl-2-oxooxazolidin-5-ylmethyl alcohol). The yield is 69.7%. As a reaction SMILES: [OH-].[Na+].[N+](C1C=CC(C([O:12][CH2:13][C@H:14]2[O:18][C:17](=[O:19])[N:16]([C:20]3[CH:25]=[CH:24][C:23]([O:26][CH3:27])=[CH:22][CH:21]=3)[C@H:15]2[CH3:28])=O)=CC=1)([O-])=O>CO>[CH3:27][O:26][C:23]1[CH:22]=[CH:21][C:20]([N:16]2[C@@H:15]([CH3:28])[C@@H:14]([CH2:13][OH:12])[O:18][C:17]2=[O:19])=[CH:25][CH:24]=1 |f:0.1|. Reported procedure: A 3.8 ml quantity of 8% sodium hydroxide aqueous solution was added to a methanol (20 ml) solution of 2.43 g of (4S, 5S)-(-)-3-(4-methoxyphenyl)-4-methyl-2-oxooxazolidin-5-ylmethyl p-nitrobenzoate obtained in Reference Example 8. The mixture was stirred at 50° C. for 20 minutes. The reaction mixture was concentrated under reduced pressure, and the obtained residue was extracted with ethyl acetate. The extract was washed with water, dried with magnesium sulfate and filtered. The filtrate was conc... Reactants: COC1=CC=NC=C1 (4-methoxypyridine), C(CC(O)(C(=O)O)CC(=O)O)(=O)O (citric acid), C1(=CC=CC=C1)[Mg]Br.O1CCCC1 (phenylmagnesiumbromide tetrahydrofuran), ClC(=O)OCC1=CC=CC=C1 (benzyl chloroformate). Solvent: O1CCCC1 (tetrahydrofuran), O1CCCC1 (tetrahydrofuran). Conditions: time 3 hour. Yields the product C(C1=CC=CC=C1)OC(=O)N1C(CC(C=C1)=O)C1=CC=CC=C1 (1-benzyloxycarbonyl-4-oxo-2-phenyl-3,4-dihydro-2H-pyridine). RXN SMILES: C[O:2][C:3]1[CH:8]=[CH:7][N:6]=[CH:5][CH:4]=1.[C:9]1([Mg]Br)[CH:14]=[CH:13][CH:12]=[CH:11][CH:10]=1.O1CCCC1.Cl[C:23]([O:25][CH2:26][C:27]1[CH:32]=[CH:31][CH:30]=[CH:29][CH:28]=1)=[O:24].C(O)(=O)CC(CC(O)=O)(C(O)=O)O>O1CCCC1>[CH2:26]([O:25][C:23]([N:6]1[CH:7]=[CH:8][C:3](=[O:2])[CH2:4][CH:5]1[C:9]1[CH:14]=[CH:13][CH:12]=[CH:11][CH:10]=1)=[O:24])[C:27]1[CH:32]=[CH:31][CH:30]=[CH:29][CH:28]=1 |f:1.2|. Procedure details: In 40 ml of tetrahydrofuran was dissolved 5.46 g of 4-methoxypyridine, and added dropwise thereto was 55 ml of a 1M phenylmagnesiumbromide-tetrahydrofuran solution under nitrogen atmosphere at −60° C. of below. Subsequently, added dropwise thereto was a solution of 10.24 g of benzyl chloroformate in 50 ml of tetrahydrofuran, and the mixture was stirred for 3 hours. The temperature of the mixture was raised to room temperature, and 120 ml of a 5% aqueous citric acid solution was added thereto. Th... Product: FC=1C=C2C=3C(=C(NC3C1)C1=CC(=CC=C1)CNC)CCNC2=O (8-fluoro-2-(3-methylaminomethyl-phenyl)-1,3,4,5-tetrahydro-azepino[5,4,3-cd]indol-6-one). Procedure details: 3-(8-fluoro-6-oxo-3,4,5,6-tetrahydro-1H-azepino[5,4,3-cd]indol-2-yl)-benzaldehyde (247 mg, 0.80 mmol; prepared in a manner similar to that described for compound 12 from 2-bromo-8-fluoro-1,3,4,5-etrahydro-azepino[5,4,3-cd]indol-6-one and 3-formylphenylboronic acid) was reacted with methylamine (4.91 mmol) as described for Compound PPP to yield 8-fluoro-2-(3-methylaminomethyl-phenyl)-1,3,4,5-tetrahydro-azepino[5,4,3-cd]indol-6-one, 193 mg (74%) as an off-white solid: m.p. 270-272° C. (dec); 1H NM... Reaction SMILES: [F:1][C:2]1[CH:3]=[C:4]2[C:22](=[O:23])[NH:21][CH2:20][CH2:19][C:6]3=[C:7]([C:11]4[CH:12]=[C:13]([CH:16]=[CH:17][CH:18]=4)[CH:14]=O)[NH:8][C:9]([CH:10]=1)=[C:5]23.C1([C:30]2[NH:31]C3C=CC=C4C(=O)NCCC=2C=34)C=CC=CC=1.C(C1C=C(B(O)O)C=CC=1)=O.CN>>[F:1][C:2]1[CH:3]=[C:4]2[C:22](=[O:23])[NH:21][CH2:20][CH2:19][C:6]3=[C:7]([C:11]4[CH:18]=[CH:17][CH:16]=[C:13]([CH2:14][NH:31][CH3:30])[CH:12]=4)[NH:8][C:9]([CH:10]=1)=[C:5]23. The reactants are FC=1C=C2C=3C(=C(NC3C1)C=1C=C(C=O)C=CC1)CCNC2=O (3-(8-fluoro-6-oxo-3,4,5,6-tetrahydro-1H-azepino[5,4,3-cd]indol-2-yl)-benzaldehyde), C(=O)C=1C=C(C=CC1)B(O)O (3-formylphenylboronic acid), CN (methylamine), C1(=CC=CC=C1)C=1NC=2C=CC=C3C2C1CCNC3=O (2-Phenyl-3,4,5,6-tetrahydro-1H-azepino[5,4,3-cd]indol-6-one), 2-bromo-8-fluoro-1,3,4,5-etrahydro-azepino[5,4,3-cd]indol-6-one. Reactants: N1CCNCCC1 (homopiperazine), CI (methyl iodide). Run in C(C)O (ethanol), C(C)O (ethanol). Run at temperature 95 celsius, time 5 hour. The product is I.CN1CCNCCC1 (1-methyl homopiperazine hydroiodide). Reaction SMILES: [NH:1]1[CH2:7][CH2:6][CH2:5][NH:4][CH2:3][CH2:2]1.[CH3:8][I:9]>C(O)C>[IH:9].[CH3:8][N:1]1[CH2:7][CH2:6][CH2:5][NH:4][CH2:3][CH2:2]1 |f:3.4|. Procedure details: To a solution of homopiperazine (5 g, 50 mmol) in 10 mL of ethanol added a solution of methyl iodide (0.62 mL, 10 mmol) in 5 mL of ethanol in a sealed tube. It was gently stirred at 95° C. for 5 hours. The resulting white precipitate was filtered, washed with a small amount of cold ethanol, and the filtrate was concentrated in vacuo to yield 1-methyl homopiperazine hydroiodide. MS m/z M+H=115. The obtained 1-methylhomopiperazine hydroiodide is converted into free base according to the procedure ... The reactants are C1CCOC1, CS(=O)(=O)OCC(CC1(O)CC1)OC1CCCCO1, [H-], [Na+]. The product is C1CCC(OC2COC3(CC3)C2)OC1. Reaction SMILES: [CH2:22]1[O:23][CH2:24][CH2:25][CH2:26]1.[CH3:1][S:2]([O:3][CH2:6][CH:7]([CH2:8][C:9]1([OH:12])[CH2:10][CH2:11]1)[O:13][CH:14]1[O:15][CH2:16][CH2:17][CH2:18][CH2:19]1)(=[O:4])=[O:5].[H-:21].[Na+:20]>>[CH2:6]1[CH:7]([O:13][CH:14]2[O:15][CH2:16][CH2:17][CH2:18][CH2:19]2)[CH2:8][C:9]2([CH2:10][CH2:11]2)[O:12]1. Starting materials: NC1=NC(=NC(=C1)O)NC1=CC=C(C#N)C=C1 (4-(4-amino-6-hydroxypyrimidin-2-ylamino)benzonitrile), P(=O)(Cl)(Cl)Cl (phosphorus oxychloride), P(=O)(Cl)(Cl)Cl (phosphorous oxychloride). Yields the product NC1=NC(=NC(=C1)Cl)NC1=CC=C(C#N)C=C1 (4-(4-Amino-6-chloropyrimidin-2-ylamino)benzonitrile). As a reaction SMILES: [NH2:1][C:2]1[CH:7]=[C:6](O)[N:5]=[C:4]([NH:9][C:10]2[CH:17]=[CH:16][C:13]([C:14]#[N:15])=[CH:12][CH:11]=2)[N:3]=1.P(Cl)(Cl)([Cl:20])=O>>[NH2:1][C:2]1[CH:7]=[C:6]([Cl:20])[N:5]=[C:4]([NH:9][C:10]2[CH:17]=[CH:16][C:13]([C:14]#[N:15])=[CH:12][CH:11]=2)[N:3]=1. Procedure details: 1900 ml of phosphorus oxychloride was added to a reaction vessel, to this was added 190 g of 4-(4-amino-6-hydroxypyrimidin-2-ylamino)benzonitrile under stirring at RT. The reaction mass was slowly heated to 80-85° C. and maintained at the same temperature for 16-18 hr. After completion of the reaction, phosphorous oxychloride was distilled off and stripped with 950 ml of ethyl acetate. 1900 ml of chilled water was slowly added to the reaction mass and its pH was adjusted to 9-10 with 950 ml of 5... Starting materials: CC1=C(C=NC=C1)N1C(NCC1)=O (1-(4-methyl-pyridin-3-yl)-imidazolidin-2-one), BrC1=CC=2C(=NC=CC2S1)OC (2-bromo-4-methoxy-thieno[3,2-c]pyridine), N[C@H]1[C@@H](CCCC1)N (trans-1,2-diamino cyclohexane), P(=O)([O-])([O-])[O-].[K+].[K+].[K+] (potassium phosphate). The reagents and catalysts are [Cu](I)I (copper iodide). Solvent: O1CCOCC1 (1,4-dioxane). Product: COC1=NC=CC2=C1C=C(S2)N2C(N(CC2)C=2C=NC=CC2C)=O (1-(4-Methoxy-thieno[3,2-c]pyridin-2-yl)-3-(4-methyl-pyridin-3-yl)-imidazolidin-2-one). Isolated yield 42.0%. RXN SMILES: [CH3:1][C:2]1[CH:7]=[CH:6][N:5]=[CH:4][C:3]=1[N:8]1[CH2:12][CH2:11][NH:10][C:9]1=[O:13].Br[C:15]1[S:23][C:22]2[CH:21]=[CH:20][N:19]=[C:18]([O:24][CH3:25])[C:17]=2[CH:16]=1.N[C@@H]1CCCC[C@H]1N.P([O-])([O-])([O-])=O.[K+].[K+].[K+]>[Cu](I)I.O1CCOCC1>[CH3:25][O:24][C:18]1[C:17]2[CH:16]=[C:15]([N:10]3[CH2:11][CH2:12][N:8]([C:3]4[CH:4]=[N:5][CH:6]=[CH:7][C:2]=4[CH3:1])[C:9]3=[O:13])[S:23][C:22]=2[CH:21]=[CH:20][N:19]=1 |f:3.4.5.6|. Procedure details: Using the same reaction conditions as in Example 14, 1-(4-methyl-pyridin-3-yl)-imidazolidin-2-one (I-14b: 62 mg, 0.3498 mmol) was reacted with 2-bromo-4-methoxy-thieno[3,2-c]pyridine (85.4 mg, 0.3498 mmol), 1,4-dioxane (50 mL), copper iodide (6.6 mg, 0.03498 mmol), trans-1,2-diamino cyclohexane (12 mg, 0.1049 mmol) and potassium phosphate (185.6 mg, 0.8747 mmol) to afford the crude product. Purification by column chromatography on silica gel (1% MeOH in CHCl3) afforded 50 mg of the product (40% ... RXN SMILES: [C:19]([CH3:20])([CH3:21])([CH3:22])[Si:23]([CH3:24])([CH3:25])[Cl:26].[CH3:28][N:29]([CH3:30])[CH:31]=[O:32].[OH2:27].[OH:1][CH:2]([CH3:3])[c:4]1[cH:5][c:6]([C:9](=[O:10])[O:11][CH2:12][CH3:13])[n:7][o:8]1.[nH:14]1[cH:15][cH:16][n:17][cH:18]1>>[O:1]([CH:2]([CH3:3])[c:4]1[cH:5][c:6]([C:9](=[O:10])[O:11][CH2:12][CH3:13])[n:7][o:8]1)[Si:23]([C:19]([CH3:20])([CH3:21])[CH3:22])([CH3:24])[CH3:25]. Reactants: CC(C)(C)[Si](C)(C)Cl, CN(C)C=O, O, CCOC(=O)c1cc(C(C)O)on1, c1c[nH]cn1. Yields the product CCOC(=O)c1cc(C(C)O[Si](C)(C)C(C)(C)C)on1. The solvent is CC(=O)C (acetone), C([O-])([O-])=O.[K+].[K+] (potassium carbonate). RXN SMILES: C(OC([N:8]1[CH2:13][CH2:12][N:11]([CH2:14][CH:15]([OH:28])[CH2:16][O:17][C:18]2[CH:19]=[CH:20][C:21]3[S:25][C:24]([CH3:26])=[N:23][C:22]=3[CH:27]=2)[CH2:10][CH2:9]1)=O)(C)(C)C.FC(F)(F)C(O)=O.C(Cl)Cl>CC(C)=O.C(=O)([O-])[O-].[K+].[K+]>[CH3:26][C:24]1[S:25][C:21]2[CH:20]=[CH:19][C:18]([O:17][CH2:16][CH:15]([OH:28])[CH2:14][N:11]3[CH2:10][CH2:9][NH:8][CH2:13][CH2:12]3)=[CH:27][C:22]=2[N:23]=1 |f:1.2,4.5.6|. Product: CC=1SC2=C(N1)C=C(C=C2)OCC(CN2CCNCC2)O (1-(2-methylbenzothiazol-5-yloxy)-3-piperazin-1-ylpropan-2-ol). Procedure: A solution of 4-[2-hydroxy-3-(2-methylbenzothiazol-5-yloxy)propyl]-piperazine-1-carboxylic acid tert-butyl ester, a compound of formula (5) (2.0 g, 4.9 mmol), and 25% trifluoroacetic acid/methylene chloride (20 ml) was allowed to stir at room temperature overnight. The solvent was evaporated (in vacuo) to yield an oil. The oil was diluted with acetone (20 ml) and solid potassium carbonate was added until the foaming stopped. The resulting mixture was allowed to stir overnight. The solution was f... Reactants: C(C)(C)(C)OC(=O)N1CCN(CC1)CC(COC=1C=CC2=C(N=C(S2)C)C1)O (4-[2-hydroxy-3-(2-methylbenzothiazol-5-yloxy)propyl]-piperazine-1-carboxylic acid tert-butyl ester), ( 5 ), FC(C(=O)O)(F)F.C(Cl)Cl (trifluoroacetic acid methylene chloride). Conditions: time 8 hour.